From a dataset of the Open Reaction Database (ORD), a public repository of structured organic reaction records. describe an organic reaction: reactants, conditions, products, and yield Starting materials: [BH4-].[BH4-].[BH4-].[BH4-].[Na+].[Na+].[Na+].[Na+] (Sodium tetraborohydride), BrC=1C2=C(SC1C(=O)O)C=CC=C2C (3-bromo-4-methyl-benzo[b]thiophene-2-carboxylic acid), O (water). The solvent is C(C)(=O)OCC (ethyl acetate), S(=O)(Cl)Cl (thionyl chloride). Reaction conditions: time 1 hour. Product: BrC=1C2=C(SC1CO)C=CC=C2C ((3-bromo-4-methyl-benzo[b]thiophen-2-yl)-methanol). As a reaction SMILES: [Br:1][C:2]1[C:3]2[C:13]([CH3:14])=[CH:12][CH:11]=[CH:10][C:4]=2[S:5][C:6]=1[C:7](O)=[O:8].[BH4-].[BH4-].[BH4-].[BH4-].[Na+].[Na+].[Na+].[Na+].O>S(Cl)(Cl)=O.C(OCC)(=O)C>[Br:1][C:2]1[C:3]2[C:13]([CH3:14])=[CH:12][CH:11]=[CH:10][C:4]=2[S:5][C:6]=1[CH2:7][OH:8] |f:1.2.3.4.5.6.7.8|. Reported procedure: A solution of 3-bromo-4-methyl-benzo[b]thiophene-2-carboxylic acid (23c) (420 mg, 1.55 mmol) in thionyl chloride (10 mL) was refluxed for 1 hour. Thionyl chloride was then evaporated under reduced pressure and the residue was diluted with dimethoxyethane (20 mL). Sodium tetraborohydride (70 mg, 1.85 mmol) was then added to the solution. After 1 hour, the mixture was hydrolyzed with water (5 mL) and diluted with ethyl acetate (20 mL). The organic layer was washed with brine (10 mL), dried over so... The reactants are Cl (hydrochloric acid), C(=O)(OCC1=CC=CC=C1)N[C@@H](CCl)C(=O)O (N-Carbobenzyloxy-β-chloro-L-alanine), C1(=CC=CC=C1)S (thiophenol), C(O)([O-])=O.[Na+] (sodium hydrogen carbonate). Run in O (water). Run at temperature 60 celsius, time 2 hour. The product is C(=O)(OCC1=CC=CC=C1)N[C@@H](CSC1=CC=CC=C1)C(=O)O (N-carbobenzyloxy-S-phenyl-L-cysteine). Isolated yield 82.9%. As a reaction SMILES: [C:1]([NH:11][C@H:12]([C:15]([OH:17])=[O:16])[CH2:13]Cl)([O:3][CH2:4][C:5]1[CH:10]=[CH:9][CH:8]=[CH:7][CH:6]=1)=[O:2].C(=O)([O-])O.[Na+].[C:23]1([SH:29])[CH:28]=[CH:27][CH:26]=[CH:25][CH:24]=1.Cl>O>[C:1]([NH:11][C@H:12]([C:15]([OH:17])=[O:16])[CH2:13][S:29][C:23]1[CH:28]=[CH:27][CH:26]=[CH:25][CH:24]=1)([O:3][CH2:4][C:5]1[CH:10]=[CH:9][CH:8]=[CH:7][CH:6]=1)=[O:2] |f:1.2|. Procedure: N-Carbobenzyloxy-β-chloro-L-alanine (0.091 g, 0.35 mmol) was dissolved in 0.45 ml of water and, then, 0.065 g (0.77 mmol) of sodium hydrogen carbonate was added. Thereafter, 0.046 g (0.42 mmol) of thiophenol was added dropwise at room temperature in a nitrogen gas atmosphere. After 2 hours of stirring at 60° C., the reaction mixture was cooled with ice and acidified with 1 N hydrochloric acid, and then extracted with ethyl acetate. The solvent was distilled off and the residue was purified by co...